From a dataset of the Open Reaction Database (ORD), a public repository of structured organic reaction records. describe an organic reaction: reactants, conditions, products, and yield Reactants: [Li+].[Cl-] (LiCl), NaAlH4, C(C)OC(=O)[C@@H]1C(N(C(C[C@H]1C1=CC=C(C=C1)F)=O)C)=O ((+/−)trans 3-ethoxycarbonyl-4-(4′-fluorophenyl)-N-methyl-piperidine-2,6-dione), NaAlH4, O (H2O), [OH-].[Na+] (NaOH), O (Water), [Li+].[Cl-] (LiCl), C(C)OC(=O)[C@@H]1C(N(C(C[C@H]1C1=CC=C(C=C1)F)=O)C)=O ((+/−)trans 3-ethoxycarbonyl-4-(4′-fluorophenyl)-N-methyl-piperidine-2,6-dione). Run in C1CCOC1 (THF), C1(=CC=CC=C1)C (toluene), C1(=CC=CC=C1)C (toluene), C1CCOC1 (THF). Run at time 30 minute. The product is FC1=CC=C(C=C1)[C@H]1[C@@H](CN(CC1)C)CO ((+/−) trans-4-(4′-fluorophenyl)-3-hydroxymethyl-N-methylpiperidine). Reaction SMILES: [Li+].[Cl-].C([O:5][C:6]([C@H:8]1[C@H:13]([C:14]2[CH:19]=[CH:18][C:17]([F:20])=[CH:16][CH:15]=2)[CH2:12][C:11](=O)[N:10]([CH3:22])[C:9]1=O)=O)C.O.[OH-].[Na+]>C1(C)C=CC=CC=1.C1COCC1>[F:20][C:17]1[CH:18]=[CH:19][C:14]([C@@H:13]2[CH2:12][CH2:11][N:10]([CH3:22])[CH2:9][C@H:8]2[CH2:6][OH:5])=[CH:15][CH:16]=1 |f:0.1,4.5|. Reported procedure: To a cooled mixture of NaAlH4 (0.22 mol) in toluene is added LiCl (0.11 mol) in THF. Note: LiCl can be added to the reactor prior to the addition of NaAlH4 or after the addition of the substrate, (+/−)trans 3-ethoxycarbonyl-4-(4′-fluorophenyl)-N-methyl-piperidine-2,6-dione. Next, (+/−)trans 3-ethoxycarbonyl-4-(4′-fluorophenyl)-N-methyl-piperidine-2,6-dione (0.083 mol) is added in THF (65 ml) holding the temperature below 15° C. After addition is completed, reaction is allowed to warm to room tem... Reactants: C1CCOC1, CO, [Na+], [OH-], CCCOCCOc1ccc(-c2ccc3c(c2)C=C(C(=O)OC)CCN3c2ccccc2)cc1. Product: CCCOCCOc1ccc(-c2ccc3c(c2)C=C(C(=O)O)CCN3c2ccccc2)cc1. RXN SMILES: [CH2:39]1[O:40][CH2:41][CH2:42][CH2:43]1.[CH3:37][OH:38].[Na+:36].[OH-:35].[c:1]1([N:7]2[CH2:8][CH2:9][C:10]([C:31](=[O:32])[O:33][CH3:34])=[CH:11][c:12]3[c:13]2[cH:14][cH:15][c:16](-[c:18]2[cH:19][cH:20][c:21]([O:24][CH2:25][CH2:26][O:27][CH2:28][CH2:29][CH3:30])[cH:22][cH:23]2)[cH:17]3)[cH:2][cH:3][cH:4][cH:5][cH:6]1>>[c:1]1([N:7]2[CH2:8][CH2:9][C:10]([C:31](=[O:32])[OH:33])=[CH:11][c:12]3[c:13]2[cH:14][cH:15][c:16](-[c:18]2[cH:19][cH:20][c:21]([O:24][CH2:25][CH2:26][O:27][CH2:28][CH2:29][CH3:30])[cH:22][cH:23]2)[cH:17]3)[cH:2][cH:3][cH:4][cH:5][cH:6]1. The reactants are C(C1=CC=CC=C1)[C@H](C(=O)O)CC[C@@H](C(=O)N[C@@H]1C(N(CCCC1)C1=C(C=CC=C1)OC)=O)CC1=CC=CC=C1 ((2R,5R)-2,5-Dibenzyl-6-((S)-1-(2-methoxyphenyl)-2-oxoazepan-3-ylamino)-6-oxohexanoic acid), N[C@@H]1C(N2[C@@H](SCC1)CCC[C@H]2C(F)(F)F)=O ((4S,7S,10aS)-4-Amino-7-(trifluoromethyl)hexahydro-2H-pyrido[2,1-b][1,3]thiazepin-5(7H)-one). Product: C(C1=CC=CC=C1)[C@H](C(=O)N[C@@H]1C(N(CCCC1)C1=C(C=CC=C1)OC)=O)CC[C@@H](C(=O)N[C@@H]1C(N2[C@@H](SCC1)CCC[C@H]2C(F)(F)F)=O)CC2=CC=CC=C2 ((2R,5R)-2,5-Dibenzyl-N1-((S)-1-(2-methoxyphenyl)-2-oxoazepan-3-yl)-N6-((4S,7S,10aS)-5-oxo-7-(trifluoromethyl)octahydro-2H-pyrido[2,1-b][1,3]thiazepin-4-yl)hexanediamide), solid. The yield is 90.0%. As a reaction SMILES: [CH2:1]([C@@H:8]([CH2:12][CH2:13][C@H:14]([CH2:34][C:35]1[CH:40]=[CH:39][CH:38]=[CH:37][CH:36]=1)[C:15]([NH:17][C@H:18]1[CH2:24][CH2:23][CH2:22][CH2:21][N:20]([C:25]2[CH:30]=[CH:29][CH:28]=[CH:27][C:26]=2[O:31][CH3:32])[C:19]1=[O:33])=[O:16])[C:9](O)=[O:10])[C:2]1[CH:7]=[CH:6][CH:5]=[CH:4][CH:3]=1.[NH2:41][C@H:42]1[CH2:48][CH2:47][S:46][C@H:45]2[CH2:49][CH2:50][CH2:51][C@@H:52]([C:53]([F:56])([F:55])[F:54])[N:44]2[C:43]1=[O:57]>>[CH2:34]([C@@H:14]([CH2:13][CH2:12][C@H:8]([CH2:1][C:2]1[CH:3]=[CH:4][CH:5]=[CH:6][CH:7]=1)[C:9]([NH:41][C@H:42]1[CH2:48][CH2:47][S:46][C@H:45]2[CH2:49][CH2:50][CH2:51][C@@H:52]([C:53]([F:54])([F:56])[F:55])[N:44]2[C:43]1=[O:57])=[O:10])[C:15]([NH:17][C@H:18]1[CH2:24][CH2:23][CH2:22][CH2:21][N:20]([C:25]2[CH:30]=[CH:29][CH:28]=[CH:27][C:26]=2[O:31][CH3:32])[C:19]1=[O:33])=[O:16])[C:35]1[CH:40]=[CH:39][CH:38]=[CH:37][CH:36]=1. Reported procedure: (2R,5R)-2,5-Dibenzyl-N1-((S)-1-(2-methoxyphenyl)-2-oxoazepan-3-yl)-N6-((4S,7S,10aS)-5-oxo-7-(trifluoromethyl)octahydro-2H-pyrido[2,1-b][1,3]thiazepin-4-yl)hexanediamide was synthesized as described in General Procedure H using Intermediate 70 (19 mg, 0.035 mmol) and Intermediate 77 (9.0 mg, 0.034 mmol) to give a white solid (25 mg, 90% yield). Anal. Calcd. for C43H51F3N4O5S m/z 792.7. found: 793.3 (M+H)+; 1H NMR (400 MHz, CDCl3) δ ppm 7.40-6.82 (m, 16H), 5.21 (t, J=6.7 Hz, 2H), 4.97-4.84 (m, 2H)... The reactants are C=C1N(c2ccc(Cl)cc2)C(=O)OC12CCN(C(=O)Oc1ccccc1)CC2, OCCN1CCNCC1, Cc1ccccc1C. The product is C=C1N(c2ccc(Cl)cc2)C(=O)OC12CCN(C(=O)N1CCN(CCO)CC1)CC2. Reaction SMILES: [Cl:1][c:2]1[cH:3][cH:4][c:5]([N:8]2[C:9](=[O:28])[O:10][C:11]3([C:12]2=[CH2:13])[CH2:14][CH2:15][N:16]([C:19](=[O:20])[O:21][c:22]2[cH:23][cH:24][cH:25][cH:26][cH:27]2)[CH2:17][CH2:18]3)[cH:6][cH:7]1.[OH:29][CH2:30][CH2:31][N:32]1[CH2:33][CH2:34][NH:35][CH2:36][CH2:37]1.[c:38]1([CH3:39])[c:40]([CH3:41])[cH:42][cH:43][cH:44][cH:45]1>>[Cl:1][c:2]1[cH:3][cH:4][c:5]([N:8]2[C:9](=[O:28])[O:10][C:11]3([C:12]2=[CH2:13])[CH2:14][CH2:15][N:16]([C:19](=[O:20])[N:35]2[CH2:34][CH2:33][N:32]([CH2:31][CH2:30][OH:29])[CH2:37][CH2:36]2)[CH2:17][CH2:18]3)[cH:6][cH:7]1. The reactants are [Cl-].CN(C1=CC=C(C=C1)C1=CC(=[S+]C(=C1)C1=CC=CC=C1)C1=CC=CC=C1)C (4-(4'-dimethylaminophenyl)-2,6-diphenylthiapyrylium chloride), C(C)O (ethanol), CCN(CC)C1=CC=C(C=C1)N=NC2=CC=C(C=C2)S(=O)(=O)[O-].[Na+] (Ethyl Orange). Run in O (water), O (water). Product: C(C)N(C1=CC=C(C=C1)N=NC1=CC=C(C=C1)S(=O)(=O)[O-])CC.CN(C1=CC=C(C=C1)C1=CC(=[S+]C(=C1)C1=CC=CC=C1)C1=CC=CC=C1)C (4-(4'-dimethylaminophenyl)-2,6-diphenylthiapyrylium 4-(4'-diethylaminophenylazo) benzenesulfonate). As a reaction SMILES: [Cl-].[CH3:2][N:3]([CH3:28])[C:4]1[CH:9]=[CH:8][C:7]([C:10]2[CH:15]=[C:14]([C:16]3[CH:21]=[CH:20][CH:19]=[CH:18][CH:17]=3)[S+:13]=[C:12]([C:22]3[CH:27]=[CH:26][CH:25]=[CH:24][CH:23]=3)[CH:11]=2)=[CH:6][CH:5]=1.C(O)C.[CH3:32][CH2:33][N:34]([C:37]1[CH:42]=[CH:41][C:40]([N:43]=[N:44][C:45]2[CH:50]=[CH:49][C:48]([S:51]([O-:54])(=[O:53])=[O:52])=[CH:47][CH:46]=2)=[CH:39][CH:38]=1)[CH2:35][CH3:36].[Na+]>O>[CH2:35]([N:34]([CH2:33][CH3:32])[C:37]1[CH:38]=[CH:39][C:40]([N:43]=[N:44][C:45]2[CH:50]=[CH:49][C:48]([S:51]([O-:54])(=[O:52])=[O:53])=[CH:47][CH:46]=2)=[CH:41][CH:42]=1)[CH3:36].[CH3:2][N:3]([CH3:28])[C:4]1[CH:5]=[CH:6][C:7]([C:10]2[CH:11]=[C:12]([C:22]3[CH:27]=[CH:26][CH:25]=[CH:24][CH:23]=3)[S+:13]=[C:14]([C:16]3[CH:21]=[CH:20][CH:19]=[CH:18][CH:17]=3)[CH:15]=2)=[CH:8][CH:9]=1 |f:0.1,3.4,6.7|. Procedure: To a solution of 4-(4'-dimethylaminophenyl)-2,6-diphenylthiapyrylium chloride, 8.07 g, in a warm mixture of water, 400 mls, and ethanol, 100 mls, is added a solution of Ethyl Orange, E.K. 122, 7.5 g in warm water, 200 mls, in portions with stirring. Reactants: COc1cccc(C2(O)CCC(c3ccccc3)(N(C)C)CC2)c1, Cc1c[nH]c2ccccc12, ClCCl, O=S(=O)(O)C(F)(F)F, [Na+], O, [OH-]. Product: COc1cccc(C2(c3[nH]c4ccccc4c3C)CCC(c3ccccc3)(N(C)C)CC2)c1. Reaction SMILES: [CH3:11][N:12]([C:13]1([c:28]2[cH:29][cH:30][cH:31][cH:32][cH:33]2)[CH2:14][CH2:15][C:16]([OH:19])([c:20]2[cH:21][c:22]([O:26][CH3:27])[cH:23][cH:24][cH:25]2)[CH2:17][CH2:18]1)[CH3:34].[CH3:1][c:2]1[cH:3][nH:4][c:5]2[cH:6][cH:7][cH:8][cH:9][c:10]12.[Cl:45][CH2:46][Cl:47].[F:35][C:36]([F:37])([F:38])[S:39]([OH:40])(=[O:41])=[O:42].[Na+:44].[O:48].[OH-:43]>>[CH3:1][c:2]1[c:3]([C:16]2([c:20]3[cH:21][c:22]([O:26][CH3:27])[cH:23][cH:24][cH:25]3)[CH2:15][CH2:14][C:13]([N:12]([CH3:11])[CH3:34])([c:28]3[cH:29][cH:30][cH:31][cH:32][cH:33]3)[CH2:18][CH2:17]2)[nH:4][c:5]2[cH:6][cH:7][cH:8][cH:9][c:10]12. Reactants: C(C)(=O)[O-].[K+] (potassium acetate), ClC[SiH2]C(OC)OC ((chloromethyl)dimethoxymethylsilane). The reagents and catalysts are [Br-].C(CCC)[P+](CCCC)(CCCC)CCCC (tetrabutylphosphonium bromide). Solvent: C(CCC)OCCOCCOCCCC (diethylene glycol dibutyl ether). The product is C(C)(=O)OC[SiH2]C(OC)OC ((acetoxymethyl)-dimethoxymethylsilane). Yield: 90.8%. RXN SMILES: [C:1]([O-:4])(=[O:3])[CH3:2].[K+].Cl[CH2:7][SiH2:8][CH:9]([O:12][CH3:13])[O:10][CH3:11]>[Br-].C([P+](CCCC)(CCCC)CCCC)CCC.C(OCCOCCOCCCC)CCC>[C:1]([O:4][CH2:7][SiH2:8][CH:9]([O:12][CH3:13])[O:10][CH3:11])(=[O:3])[CH3:2] |f:0.1,3.4|. Reported procedure: Example 2 was repeated using potassium acetate (405 g, 4.13 mol) and (chloromethyl)dimethoxymethylsilane (535 g, 3.46 mol) as starting materials, tetrabutylphosphonium bromide (35.0 g, 10.3 mmol) as catalyst and diethylene glycol dibutyl ether (525 mL) as solvent. After the reaction, the product was distilled at 10 mbar (head), 61-70° C. (head) and 80-119° C. (pot) through a packed column (20 cm) to obtain 560 g (3.14 mol, 91% of theory) of (acetoxymethyl)-dimethoxymethylsilane in the distillate... Reactants: N1=CC=C(C=C1)C=O (4-pyridine carboxaldehyde), C1CCOC1 (THF), 1-triphenylphosphononyl bromide, C1CCOC1 (THF), [Li]CCCC (n-BuLi), CN(C)P(=O)(N(C)C)N(C)C (HMPA), O (Water). Run at temperature -78 celsius, time 10 minute. Product: C(=CCCCCCCCC)C1=CC=NC=C1 (4-(1-Decenyl)pyridine). Yield: 78.0%. As a reaction SMILES: [Li][CH2:2][CH2:3][CH2:4][CH3:5].[CH3:6][N:7](P(N(C)C)(N(C)C)=O)[CH3:8].N1[CH:22]=[CH:21][C:20]([CH:23]=O)=[CH:19]C=1.O.[CH2:26]1[CH2:30]O[CH2:28][CH2:27]1>>[CH:21]([C:20]1[CH:19]=[CH:8][N:7]=[CH:6][CH:23]=1)=[CH:22][CH2:5][CH2:4][CH2:3][CH2:2][CH2:30][CH2:26][CH2:27][CH3:28]. Procedure: A solution of 20.2 g (36.8 mmol, 1.3 eq) of 1-triphenylphosphononyl bromide dissolved in 100 ml THF was cooled to -78° C. and 11.9 ml (31.1 mmol, 1.1 eq, 2.6M in hexane) of n-BuLi was added dropwise. This was followed by the dropwise addition of 2.70 ml (156 mmol, 5.5 eq) of hexamethylphosphoroustriamide (HMPA). The solution was stirred for 10 minutes. A solution of 3.0 g (28 mmol) of 4-pyridine carboxaldehyde in 41 ml THF was added. The resulting solution was warmed to room temperature and stir...